This data is from the Open Reaction Database (ORD), a public repository of structured organic reaction records. The task is: describe an organic reaction: reactants, conditions, products, and yield Starting materials: N1(CCOCC1)C=1C2=C(N=C(N1)[Sn](CCCC)(CCCC)CCCC)C=C(S2)CN2CCN(CC2)C(C(=O)N)(C)C (2-[4-(4-morpholin-4-yl-2-(tributlystannanyl)thieno[3,2-d]pyrimidin-6-ylmethyl)piperazin-1-yl]isobutyramide), BrC1=C2C(=CN=C1)NC=C2 (4-bromo-1H-pyrrolo[2,3-c]pyridine). The reagents and catalysts are C=1C=CC(=CC1)[P](C=2C=CC=CC2)(C=3C=CC=CC3)[Pd]([P](C=4C=CC=CC4)(C=5C=CC=CC5)C=6C=CC=CC6)([P](C=7C=CC=CC7)(C=8C=CC=CC8)C=9C=CC=CC9)[P](C=1C=CC=CC1)(C=1C=CC=CC1)C=1C=CC=CC1 (tetrakis(triphenylphosphine)palladium), [Cu]I (CuI). Run in O1CCOCC1 (dioxane). Run at temperature 140 celsius. Product: CC(C(=O)N)(C)N1CCN(CC1)CC1=CC=2N=C(N=C(C2S1)N1CCOCC1)C1=C2C(=CN=C1)NC=C2 (2-methyl-2-(4-((4-morpholino-2-(1H-pyrrolo[2,3-c]pyridin-4-yl)thieno[3,2-d]pyrimidin-6-yl)methyl)piperazin-1-yl)propanamide). The yield is 27.5%. As a reaction SMILES: [N:1]1([C:7]2[C:8]3[S:28][C:27]([CH2:29][N:30]4[CH2:35][CH2:34][N:33]([C:36]([CH3:41])([CH3:40])[C:37]([NH2:39])=[O:38])[CH2:32][CH2:31]4)=[CH:26][C:9]=3[N:10]=[C:11]([Sn](CCCC)(CCCC)CCCC)[N:12]=2)[CH2:6][CH2:5][O:4][CH2:3][CH2:2]1.Br[C:43]1[CH:48]=[N:47][CH:46]=[C:45]2[NH:49][CH:50]=[CH:51][C:44]=12>O1CCOCC1.C1C=CC([P]([Pd]([P](C2C=CC=CC=2)(C2C=CC=CC=2)C2C=CC=CC=2)([P](C2C=CC=CC=2)(C2C=CC=CC=2)C2C=CC=CC=2)[P](C2C=CC=CC=2)(C2C=CC=CC=2)C2C=CC=CC=2)(C2C=CC=CC=2)C2C=CC=CC=2)=CC=1.[Cu]I>[CH3:40][C:36]([N:33]1[CH2:32][CH2:31][N:30]([CH2:29][C:27]2[S:28][C:8]3[C:7]([N:1]4[CH2:6][CH2:5][O:4][CH2:3][CH2:2]4)=[N:12][C:11]([C:43]4[CH:48]=[N:47][CH:46]=[C:45]5[NH:49][CH:50]=[CH:51][C:44]=45)=[N:10][C:9]=3[CH:26]=2)[CH2:35][CH2:34]1)([CH3:41])[C:37]([NH2:39])=[O:38] |^1:61,63,82,101|. Reported procedure: A mixture of 2-[4-(4-morpholin-4-yl-2-(tributlystannanyl)thieno[3,2-d]pyrimidin-6-ylmethyl)piperazin-1-yl]isobutyramide (1.17 g, 1.69 mmol), 4-bromo-1H-pyrrolo[2,3-c]pyridine (432 mg, 2.19 mmol), tetrakis(triphenylphosphine)palladium (194 mg, 10 mol %) and CuI (385 mg, 2.02 mmol) in dioxane (20 mL) was purged with argon gas then heated at 140° C., for 20 min, in a microwave reactor. The reaction mixture was loaded onto an Isolute® SCX-2 cartridge, washed with MeOH/DCM then eluted with 2 M NH3 in... Starting materials: NC1=NC=CC(=C1)C=1C(=NN(C1)C1=NNC(CC1)=O)C1=CC=C(C=C1)F (4-(2-aminopyridin-4-yl)-3-(4-fluorophenyl)-1-(1,4,5,6-tetrahydro-6-oxopyridazin-3-yl)-1H-pyrazole), C1(CC1)C(=O)Cl (cyclopropylcarbonyl chloride). Yields the product C1(CC1)C(=O)NC1=NC=CC(=C1)C=1C(=NN(C1)C1=NNC(CC1)=O)C1=CC=C(C=C1)F (4-(2-Cyclopropylcarbonylaminopyridin-4-yl)-3-(4-fluorophenyl)-1-(1,4,5,6-tetrahydro-6-oxopyridazin-3-yl)-1H-pyrazole). Yield: 45.3%. As a reaction SMILES: [NH2:1][C:2]1[CH:7]=[C:6]([C:8]2[C:9]([C:20]3[CH:25]=[CH:24][C:23]([F:26])=[CH:22][CH:21]=3)=[N:10][N:11]([C:13]3[CH2:18][CH2:17][C:16](=[O:19])[NH:15][N:14]=3)[CH:12]=2)[CH:5]=[CH:4][N:3]=1.[CH:27]1([C:30](Cl)=[O:31])[CH2:29][CH2:28]1>>[CH:27]1([C:30]([NH:1][C:2]2[CH:7]=[C:6]([C:8]3[C:9]([C:20]4[CH:21]=[CH:22][C:23]([F:26])=[CH:24][CH:25]=4)=[N:10][N:11]([C:13]4[CH2:18][CH2:17][C:16](=[O:19])[NH:15][N:14]=4)[CH:12]=3)[CH:5]=[CH:4][N:3]=2)=[O:31])[CH2:29][CH2:28]1. Procedure details: The reaction was carried out in the same manner as in Example 9 except for using 27.0 mg (0.077 mmol) of 4-(2-aminopyridin-4-yl)-3-(4-fluorophenyl)-1-(1,4,5,6-tetrahydro-6-oxopyridazin-3-yl)-1H-pyrazole obtained in Example 50 in place of 4-(2-aminopyridin-4-yl)-3-(4-fluorophenyl)-1-([1,2,4]triazolo[4,3-b]pyridazin-6-yl)-1H-pyrazole, and using 8.9 mg (0.085 mmol) of cyclopropylcarbonyl chloride in place of acetic anhydride to obtain 14.6 mg of the title compound as a white powder. (Yield: 45%) The reactants are C(CCCCCCCCCCCCC)O (myristyl alcohol), C1C(C)O1 (Propylene oxide), C(CCCCCCCCCCCCC)O (myristyl alcohol), C1C(C)O1 (propylene oxide). The reagents and catalysts are [OH-].[K+] (potassium hydroxide). The product is CCCCCCCCCCCCCCOCCCO (PPG-3 myristyl ether). As a reaction SMILES: [CH2:1]1[O:4][CH:2]1[CH3:3].[CH2:5]([OH:19])[CH2:6][CH2:7][CH2:8][CH2:9][CH2:10][CH2:11][CH2:12][CH2:13][CH2:14][CH2:15][CH2:16][CH2:17][CH3:18]>[OH-].[K+]>[CH3:18][CH2:17][CH2:16][CH2:15][CH2:14][CH2:13][CH2:12][CH2:11][CH2:10][CH2:9][CH2:8][CH2:7][CH2:6][CH2:5][O:19][CH2:3][CH2:2][CH2:1][OH:4] |f:2.3|. Reported procedure: Propylene oxide was bubbled into 685 g of myristyl alcohol in the presence of potassium hydroxide catalyst until three moles of propylene oxide were added per mole of myristyl alcohol, thus obtaining a pale, yellow liquid (PPG-3 myristyl ether) as the major product. Starting materials: C(C)(=O)C1=C(C(=C(OC(CCCCC(=O)OCC)C2=CC=C(C=C2)CC2=CC=CC=C2)C=C1)CCC)O (ethyl 6-(4-acetyl-3-hydroxy-2-propylphenoxy)-6-(4-benzylphenyl)hexanoate), [OH-].[Na+] (sodium hydroxide). Run in C(C)O (ethanol). The product is C(C)(=O)C1=C(C(=C(OC(CCCCC(=O)O)C2=CC=C(C=C2)CC2=CC=CC=C2)C=C1)CCC)O (6-(4-acetyl-3-hydroxy-2-propylphenoxy)-6-(4-benzylphenyl)hexanoic acid). Reaction SMILES: [C:1]([C:4]1[CH:33]=[CH:32][C:7]([O:8][CH:9]([C:19]2[CH:24]=[CH:23][C:22]([CH2:25][C:26]3[CH:31]=[CH:30][CH:29]=[CH:28][CH:27]=3)=[CH:21][CH:20]=2)[CH2:10][CH2:11][CH2:12][CH2:13][C:14]([O:16]CC)=[O:15])=[C:6]([CH2:34][CH2:35][CH3:36])[C:5]=1[OH:37])(=[O:3])[CH3:2].[OH-].[Na+]>C(O)C>[C:1]([C:4]1[CH:33]=[CH:32][C:7]([O:8][CH:9]([C:19]2[CH:20]=[CH:21][C:22]([CH2:25][C:26]3[CH:31]=[CH:30][CH:29]=[CH:28][CH:27]=3)=[CH:23][CH:24]=2)[CH2:10][CH2:11][CH2:12][CH2:13][C:14]([OH:16])=[O:15])=[C:6]([CH2:34][CH2:35][CH3:36])[C:5]=1[OH:37])(=[O:3])[CH3:2] |f:1.2|. Reported procedure: A solution of 2.5 g. of ethyl 6-(4-acetyl-3-hydroxy-2-propylphenoxy)-6-(4-benzylphenyl)hexanoate in 40 ml. of 1N sodium hydroxide and 20 ml. of ethanol was stirred for 24 hours. The reaction was diluted with 100 ml. of water, and was extracted with hexane and ethyl acetate. The aqueous layer was acidified with hydrochloric acid and extracted twice with ethyl acetate. The ethyl acetate layers were combined, dried over sodium sulfate, and evaporated in vacuo yielding 1.83 g. of the title product. Reactants: CC=C(C=CCN)CC, CC(=O)OC(C)=O, ClCCl. Product: CC=C(C=CCNC(C)=O)CC. RXN SMILES: [CH2:1]([CH3:2])[C:3]([CH:4]=[CH:5][CH2:6][NH2:7])=[CH:8][CH3:9].[CH3:10][C:11](=[O:12])[O:13][C:14](=[O:15])[CH3:16].[Cl:17][CH2:18][Cl:19]>>[CH2:1]([CH3:2])[C:3]([CH:4]=[CH:5][CH2:6][NH:7][C:11]([CH3:10])=[O:12])=[CH:8][CH3:9]. As a reaction SMILES: [Br:32][Si:33]([CH3:34])([CH3:35])[CH3:36].[CH2:1]([CH3:2])[O:3][P:4](=[O:5])([CH2:6][CH:7]([CH2:8][CH:9]([CH3:10])[CH3:11])[C:12]([NH:13][CH:14]([CH2:15][CH:16]([CH3:17])[CH3:18])[C:19]([NH:20][CH3:21])=[O:22])=[O:23])[CH2:24][N:25]1[C:26](=[O:31])[NH:27][CH2:28][C:29]1=[O:30].[Cl:44][CH2:45][Cl:46].[OH:37][C:38]([C:39]([F:40])([F:41])[F:42])=[O:43]>>[O:3]=[P:4]([OH:5])([CH2:6][CH:7]([CH2:8][CH:9]([CH3:10])[CH3:11])[C:12]([NH:13][CH:14]([CH2:15][CH:16]([CH3:17])[CH3:18])[C:19]([NH:20][CH3:21])=[O:22])=[O:23])[CH2:24][N:25]1[C:26](=[O:31])[NH:27][CH2:28][C:29]1=[O:30]. The product is CNC(=O)C(CC(C)C)NC(=O)C(CC(C)C)CP(=O)(O)CN1C(=O)CNC1=O. Starting materials: C[Si](C)(C)Br, CCOP(=O)(CC(CC(C)C)C(=O)NC(CC(C)C)C(=O)NC)CN1C(=O)CNC1=O, ClCCl, O=C(O)C(F)(F)F. Starting materials: Cl.Cl.COC1=C(C=CC=C1)N1CCN(CC1)CCCNC(=O)OCC1=CC=CC=C1 (benzyl 3-[4-(2-methoxyphenyl)piperazin-1-yl]propylamino-formate dihydrochloride), C([O-])([O-])=O.[K+].[K+] (potassium carbonate). The solvent is C(C)(=O)OCC (ethyl acetate), C(C)(=O)OCC (ethyl acetate). Run at time 1 hour. Product: COC1=C(C=CC=C1)N1CCN(CC1)CCCNC(=O)OCC1=CC=CC=C1 (benzyl 3-[4-(2-methoxyphenyl)piperazin-1-yl]propylaminoformate). Yield: 96.2%. RXN SMILES: Cl.Cl.[CH3:3][O:4][C:5]1[CH:10]=[CH:9][CH:8]=[CH:7][C:6]=1[N:11]1[CH2:16][CH2:15][N:14]([CH2:17][CH2:18][CH2:19][NH:20][C:21]([O:23][CH2:24][C:25]2[CH:30]=[CH:29][CH:28]=[CH:27][CH:26]=2)=[O:22])[CH2:13][CH2:12]1.C(=O)([O-])[O-].[K+].[K+]>C(OCC)(=O)C>[CH3:3][O:4][C:5]1[CH:10]=[CH:9][CH:8]=[CH:7][C:6]=1[N:11]1[CH2:12][CH2:13][N:14]([CH2:17][CH2:18][CH2:19][NH:20][C:21]([O:23][CH2:24][C:25]2[CH:30]=[CH:29][CH:28]=[CH:27][CH:26]=2)=[O:22])[CH2:15][CH2:16]1 |f:0.1.2,3.4.5|. Procedure: A mixture of benzyl 3-[4-(2-methoxyphenyl)piperazin-1-yl]propylamino-formate dihydrochloride (481 g, 1.05 mol) and potassium carbonate (630 mL, 5.5N, 3.15 mol) in 4L of ethyl acetate was stirred at room temperature for 1 hour. The mixture was washed with water (1×630 mL), treated with silica gel (200 g) and filtered. The filtrate was concentrated under reduced pressure to give benzyl 3-[4-(2-methoxyphenyl)piperazin-1-yl]propylaminoformate (385.9 g, 1.01 mol) as an oil. The reactants are C(=O)(OC(C)(C)C)N1[C@H](C[C@@H](C1)N)CC=C ((2S,4S)-1-Boc-2-allyl-4-aminopyrrolidine). The reagents and catalysts are [Pd] (Pd/C). Run in O1CCOCC1 (dioxane). Reaction conditions: time 24 hour. Yields the product C(=O)(OC(C)(C)C)N1[C@H](C[C@@H](C1)N)CCC ((2S,4S)-1-Boc-2-propyl-4-aminopyrrolidine). Isolated yield 96.0%. RXN SMILES: [C:1]([N:8]1[CH2:12][C@@H:11]([NH2:13])[CH2:10][C@@H:9]1[CH2:14][CH:15]=[CH2:16])([O:3][C:4]([CH3:7])([CH3:6])[CH3:5])=[O:2]>O1CCOCC1.[Pd]>[C:1]([N:8]1[CH2:12][C@@H:11]([NH2:13])[CH2:10][C@@H:9]1[CH2:14][CH2:15][CH3:16])([O:3][C:4]([CH3:7])([CH3:6])[CH3:5])=[O:2]. Procedure details: To a solution of (2S,4S)-1-Boc-2-allyl-4-aminopyrrolidine (450 mg, 1.78 mmol) prepared in Preparation Example A1-4 in dioxane (5 mL) was added Pd/C (40 mg). The reaction mixture was stirred under hydrogen condition for 24 h, filtered through Celite, and the filtrate was concentrated in vacuo to give the title compound as an oil (390 mg, 98.5%).